This data is from the Open Reaction Database (ORD), a public repository of structured organic reaction records. The task is: describe an organic reaction: reactants, conditions, products, and yield Starting materials: COCCOCCOC, CC(NS(=O)(=O)c1cc(C(=O)C=[N+]=[N-])ccc1Cl)c1ccccc1, Cl. Yields the product CC(NS(=O)(=O)c1cc(C(=O)CCl)ccc1Cl)c1ccccc1. As a reaction SMILES: [CH3:26][O:27][CH2:28][CH2:29][O:30][CH2:31][CH2:32][O:33][CH3:34].[Cl:1][c:2]1[c:3]([S:13]([NH:14][CH:15]([CH3:16])[c:17]2[cH:18][cH:19][cH:20][cH:21][cH:22]2)(=[O:23])=[O:24])[cH:4][c:5]([C:8]([CH:9]=[N+:10]=[N-:11])=[O:12])[cH:6][cH:7]1.[ClH:25]>>[Cl:1][c:2]1[c:3]([S:13]([NH:14][CH:15]([CH3:16])[c:17]2[cH:18][cH:19][cH:20][cH:21][cH:22]2)(=[O:23])=[O:24])[cH:4][c:5]([C:8]([CH2:9][Cl:25])=[O:12])[cH:6][cH:7]1. Reaction SMILES: [NH2-:18].[NH2:1][c:2]1[cH:3][cH:4][cH:5][c:6]2[c:7]([S:12]([O-:13])(=[O:14])=[O:15])[cH:8][cH:9][cH:10][c:11]12.[NH3:19].[Na+:16].[Na:17]>>[NH2:1][c:2]1[cH:3][cH:4][cH:5][c:6]2[c:7]([NH2:18])[cH:8][cH:9][cH:10][c:11]12. Starting materials: [NH2-], Nc1cccc2c(S(=O)(=O)[O-])cccc12, N, [Na+], [Na]. The product is Nc1cccc2c(N)cccc12.